Task: describe an organic reaction: reactants, conditions, products, and yield. Dataset: the Open Reaction Database (ORD), a public repository of structured organic reaction records Reactants: Cc1nc(-n2ccc(OCc3ccccc3)cc2=O)sc1C(=O)O, CCN=C=NCCCN(C)C, CN(C)C=O, CCN(C(C)C)C(C)C, On1nnc2ccccc21, NCc1cc2ccccc2s1. Product: Cc1nc(-n2ccc(OCc3ccccc3)cc2=O)sc1C(=O)NCc1cc2ccccc2s1. RXN SMILES: [CH2:1]([c:2]1[cH:3][cH:4][cH:5][cH:6][cH:7]1)[O:8][c:9]1[cH:10][c:11](=[O:24])[n:12](-[c:15]2[s:16][c:17]([C:21](=[O:22])[OH:23])[c:18]([CH3:20])[n:19]2)[cH:13][cH:14]1.[CH3:34][N:35]([CH3:36])[CH2:37][CH2:38][CH2:39][N:40]=[C:41]=[N:42][CH2:43][CH3:44].[CH3:66][N:67]([CH3:68])[CH:69]=[O:70].[CH:25]([N:26]([CH2:27][CH3:28])[CH:29]([CH3:30])[CH3:31])([CH3:32])[CH3:33].[OH:45][n:46]1[c:47]2[cH:48][cH:49][cH:50][cH:51][c:52]2[n:53][n:54]1.[s:55]1[c:56]2[c:57]([cH:58][c:59]1[CH2:60][NH2:61])[cH:62][cH:63][cH:64][cH:65]2>>[CH2:1]([c:2]1[cH:3][cH:4][cH:5][cH:6][cH:7]1)[O:8][c:9]1[cH:10][c:11](=[O:24])[n:12](-[c:15]2[s:16][c:17]([C:21](=[O:22])[NH:61][CH2:60][c:59]3[s:55][c:56]4[c:57]([cH:58]3)[cH:62][cH:63][cH:64][cH:65]4)[c:18]([CH3:20])[n:19]2)[cH:13][cH:14]1.